From a dataset of the Open Reaction Database (ORD), a public repository of structured organic reaction records. describe an organic reaction: reactants, conditions, products, and yield Starting materials: NC1=C(C(=NS1)C)C(=O)OCC (5-amino-4-ethoxycarbonyl-3-methylisothiazole), CN=C=O (methyl isocyanate), Cl (hydrochloric acid). Run in N1=CC=CC=C1 (pyridine). Conditions: temperature 80 celsius. The product is C(C)OC(=O)C=1C(=NSC1NC(=O)NC)C (1-(4-ethoxycarbonyl-3-methylisothiazol-5-yl)-3-methylurea). RXN SMILES: [NH2:1][C:2]1[S:6][N:5]=[C:4]([CH3:7])[C:3]=1[C:8]([O:10][CH2:11][CH3:12])=[O:9].[CH3:13][N:14]=[C:15]=[O:16].Cl>N1C=CC=CC=1>[CH2:11]([O:10][C:8]([C:3]1[C:4]([CH3:7])=[N:5][S:6][C:2]=1[NH:1][C:15]([NH:14][CH3:13])=[O:16])=[O:9])[CH3:12]. Procedure details: A solution of 5-amino-4-ethoxycarbonyl-3-methylisothiazole (prepared by the method of Goerdeler and Horn, op cit; 3.72 g.) in pyridine (10 ml.) was treated at 80° C. with methyl isocyanate (1.5 ml.) and the mixture was maintained at 80° C. for 6 hours. The mixture was then poured into an excess of dilute aqueous hydrochloric acid to give an off-white precipitate which was filtered off and recrystallised from ethanol to give colourless crystals of 1-(4-ethoxycarbonyl-3-methylisothiazol-5-yl)-3-me...